From a dataset of the Open Reaction Database (ORD), a public repository of structured organic reaction records. describe an organic reaction: reactants, conditions, products, and yield The reactants are COCC=1C=C(C(=O)O)C=CC1N1C(CCCC1)C (3-(methoxymethyl)-4-(2-methylpiperidin-1-yl)benzoic acid), NC(C1=CC(=C(OCCCC(=O)OCC)C=C1)F)=NO (Ethyl 4-{4-[amino (hydroxyimino)methyl]-2-fluorophenoxy}butanoate). Product: FC1=C(OCCCC(=O)OCC)C=CC(=C1)C1=NOC(=N1)C1=CC(=C(C=C1)N1C(CCCC1)C)COC (ethyl 4-(2-fluoro-4-{5-[3-(methoxymethyl)-4-(2-methylpiperidin-1-yl)phenyl]-1,2,4-oxadiazol-3-yl}phenoxy)butanoate). As a reaction SMILES: [CH3:1][O:2][CH2:3][C:4]1[CH:5]=[C:6]([CH:10]=[CH:11][C:12]=1[N:13]1[CH2:18][CH2:17][CH2:16][CH2:15][CH:14]1[CH3:19])[C:7]([OH:9])=O.[NH2:20][C:21](=[N:38]O)[C:22]1[CH:36]=[CH:35][C:25]([O:26][CH2:27][CH2:28][CH2:29][C:30]([O:32][CH2:33][CH3:34])=[O:31])=[C:24]([F:37])[CH:23]=1>>[F:37][C:24]1[CH:23]=[C:22]([C:21]2[N:38]=[C:7]([C:6]3[CH:10]=[CH:11][C:12]([N:13]4[CH2:18][CH2:17][CH2:16][CH2:15][CH:14]4[CH3:19])=[C:4]([CH2:3][O:2][CH3:1])[CH:5]=3)[O:9][N:20]=2)[CH:36]=[CH:35][C:25]=1[O:26][CH2:27][CH2:28][CH2:29][C:30]([O:32][CH2:33][CH3:34])=[O:31]. Procedure details: The title compound was prepared following procedure described for example 141, step 1, but starting from Intermediate 58 (158 mg; 0.60 mmol) and Intermediate 66 (162.04 mg; 0.57 mmol), the crude mixture was purified by flash chromatography (c-hex/(DCM/EtOAc 1:1) gradient from 1:0 to 1:1) to afford the title compound as a colorless oil. 1H NMR (CDCl3) δ 8.30 (d, J=2.1 Hz, 1H), 8.07 (dd, J=8.2, 2.0 Hz, 1H), 7.92-7.87 (m, 2H), 7.26 (d, J=8.4 Hz, 1H), 7.06 (t, J=8.5 Hz, 1H), 4.67-4.61 (m, 2H), 4.20-...